From a dataset of the Open Reaction Database (ORD), a public repository of structured organic reaction records. describe an organic reaction: reactants, conditions, products, and yield Isolated yield 99.1%. Reported procedure: To a solution of 3-methoxybenzyl alcohol (1.24 g, 10.0 mmol) in dichloromethane (20 mL) is added rhodium (II) acetate dimer (10 mg) followed by ethyl diazoacetate (0.95 mL, 9.0 mmol). The reaction mixture is stirred at RT for 30 min. The reaction mixture is diluted with heptane, filtered through Celite, and the filtrate is evaporated and the residue is vacuum distilled at 150° C. to give 2.00 g of the product 398. 1H NMR (CDCl3) δ 7.26 (t, 1H), 6.93 (m, 2H), 6.85 (m, 1H), 4.62 (s, 2H), 4.23 (q, ... Product: C(C)OC(COCC1=CC(=CC=C1)OC)=O ((3-Methoxybenzyloxy)acetic acid ethyl ester). The solvent is CCCCCCC (heptane), ClCCl (dichloromethane). The reagents and catalysts are CC(=O)O.CC(=O)O.CC(=O)O.CC(=O)O.[Rh].[Rh] (rhodium (II) acetate dimer). As a reaction SMILES: [CH3:1][O:2][C:3]1[CH:4]=[C:5]([CH:8]=[CH:9][CH:10]=1)[CH2:6][OH:7].[N+](=[CH:13][C:14]([O:16][CH2:17][CH3:18])=[O:15])=[N-]>ClCCl.CCCCCCC.CC(O)=O.CC(O)=O.CC(O)=O.CC(O)=O.[Rh].[Rh]>[CH2:17]([O:16][C:14](=[O:15])[CH2:13][O:7][CH2:6][C:5]1[CH:8]=[CH:9][CH:10]=[C:3]([O:2][CH3:1])[CH:4]=1)[CH3:18] |f:4.5.6.7.8.9|. Reaction conditions: time 30 minute. Starting materials: [N+](=[N-])=CC(=O)OCC (ethyl diazoacetate), COC=1C=C(CO)C=CC1 (3-methoxybenzyl alcohol). Reactants: [H-].[Na+] (sodium hydride), O=C1NC2(C(N1C1=CC(=C(C#N)C=C1)C(F)(F)F)=O)CCSCC2 (4-(2,4-dioxo-8-thia-1,3-diazaspiro[4.5]-decan-3-yl)-2-(trifluoromethyl)-benzonitrile). The solvent is CS(=O)C (dimethylsulfoxide). Conditions: time 30 minute. Yields the product O=C1N(C2(C(N1C1=CC(=C(C#N)C=C1)C(F)(F)F)=O)CCSCC2)CCCCO (4-(2,4-dioxo-1-(4-hydroxybutyl)-8-thia-1,3-diazaspiro[4.5]-decan-3-yl)-2-(trifluoromethyl)-benzonitrile). Isolated yield 148.5%. Reaction SMILES: [H-].[Na+].[O:3]=[C:4]1[N:8]([C:9]2[CH:16]=[CH:15][C:12]([C:13]#[N:14])=[C:11]([C:17]([F:20])([F:19])[F:18])[CH:10]=2)[C:7](=[O:21])[C:6]2([CH2:26][CH2:25][S:24][CH2:23][CH2:22]2)[NH:5]1>CS(C)=O>[O:3]=[C:4]1[N:8]([C:9]2[CH:16]=[CH:15][C:12]([C:13]#[N:14])=[C:11]([C:17]([F:20])([F:18])[F:19])[CH:10]=2)[C:7](=[O:21])[C:6]2([CH2:26][CH2:25][S:24][CH2:23][CH2:22]2)[N:5]1[CH2:23][CH2:22][CH2:6][CH2:7][OH:21] |f:0.1|. Procedure: Using the procedure of Example 3, 55 mg of 50% sodium hydride and 355 mg of the product of Example 13 were reacted and 2.5 ml of dimethylsulfoxide were added dropwise over 20 minutes. Rinsing was carried out with 0.5 ml of dimethylsulfoxide and 20 minutes after the release of hydrogen had stopped, 0.41 g of 4-iodo-butoxy-trimethylsilane were added. The reaction medium was poured into 25 ml of water containing 0.1 g of monopotassium phosphate and extraction was carried out 3 times with ether. The... Reactants: C[C@H]1C[C@@H](C=C2CC[C@H]3[C@@H]4CC[C@@H]([C@@]4(C)CC[C@@H]3[C@@]12CO)O)O (1α-methyl-4-androstene-3β,17β,19-triol), C[C@H]1[C@H]2[C@@H]3CC[C@@H]([C@@]3(C)CC[C@@H]2[C@]2(CC[C@@H](C=C2C1)O)CO)O (7α-methyl-4-androstene-3β,17β,19-triol), C[C@H]1CCC=C2CC[C@H]3[C@@H]4CC[C@@H]([C@@]4(C)CC[C@@H]3[C@@]12CO)O (1α-methyl-4-androstene-17β,19-diol), C[Si](O[C@@H]1C=C2CC[C@H]3[C@@H]4CC[C@@H]([C@@]4(C)CC[C@@H]3[C@]2(CC1)CO[Si](C)(C)C)O[Si](C)(C)C)(C)C (3β,17β,19-tri(trimethylsiloxy)androst-4-ene). Product: C[C@H]1CCC=C2CC[C@H]3[C@@H]4CC[C@@H]([C@@]4(C)CC[C@@H]3[C@@]12CO[Si](C)(C)C)O[Si](C)(C)C (1α-methyl-17β,19-di(trimethylsiloxy)androst-4-ene), C[C@H]1C[C@@H](C=C2CC[C@H]3[C@@H]4CC[C@@H]([C@@]4(C)CC[C@@H]3[C@@]12CO[Si](C)(C)C)O[Si](C)(C)C)O[Si](C)(C)C (1α-methyl-3β,17β,19-tri(trimethylsiloxy)androst-4-ene), C[C@H]1[C@H]2[C@@H]3CC[C@@H]([C@@]3(C)CC[C@@H]2[C@]2(CC[C@@H](C=C2C1)O[Si](C)(C)C)CO[Si](C)(C)C)O[Si](C)(C)C (7α-methyl-3β,17β,19-tri(trimethylsiloxy)-4-androstene). Reaction SMILES: [CH3:1][C@@H:2]1[C@@:19]2([CH2:20][OH:21])[C:6]([CH2:7][CH2:8][C@@H:9]3[C@@H:18]2[CH2:17][CH2:16][C@@:14]2([CH3:15])[C@H:10]3[CH2:11][CH2:12][C@@H:13]2[OH:22])=[CH:5][CH2:4][CH2:3]1.[CH3:23][C@@H]1[C@@]2(CO)C(CC[C@@H]3[C@@H]2CC[C@@]2(C)[C@H]3CC[C@@H]2O)=C[C@@H](O)C1.[CH3:46][C@@H]1CC2[C@](CO)(CC[C@H](O)C=2)[C@@H]2[C@@H]1[C@H]1[C@@](CC2)(C)[C@@H](O)CC1.[CH3:69][Si:70]([CH3:102])([CH3:101])[O:71][C@H:72]1[CH2:89][CH2:88][C@@:87]2([CH2:90][O:91][Si:92]([CH3:95])([CH3:94])[CH3:93])[C:74]([CH2:75][CH2:76][C@@H:77]3[C@@H:86]2[CH2:85][CH2:84][C@@:82]2([CH3:83])[C@H:78]3[CH2:79][CH2:80][C@@H:81]2[O:96][Si:97]([CH3:100])([CH3:99])[CH3:98])=[CH:73]1>>[CH3:1][C@@H:2]1[C@@:19]2([CH2:20][O:21][Si:70]([CH3:102])([CH3:101])[CH3:69])[C:6]([CH2:7][CH2:8][C@@H:9]3[C@@H:18]2[CH2:17][CH2:16][C@@:14]2([CH3:15])[C@H:10]3[CH2:11][CH2:12][C@@H:13]2[O:22][Si:70]([CH3:102])([CH3:101])[CH3:69])=[CH:5][CH2:4][CH2:3]1.[CH3:23][C@@H:88]1[C@@:87]2([CH2:90][O:91][Si:92]([CH3:95])([CH3:94])[CH3:93])[C:74]([CH2:75][CH2:76][C@@H:77]3[C@@H:86]2[CH2:85][CH2:84][C@@:82]2([CH3:83])[C@H:78]3[CH2:79][CH2:80][C@@H:81]2[O:96][Si:97]([CH3:100])([CH3:99])[CH3:98])=[CH:73][C@@H:72]([O:71][Si:70]([CH3:101])([CH3:69])[CH3:102])[CH2:89]1.[CH3:46][C@@H:76]1[CH2:75][C:74]2[C@:87]([CH2:90][O:91][Si:92]([CH3:95])([CH3:94])[CH3:93])([CH2:88][CH2:89][C@H:72]([O:71][Si:70]([CH3:101])([CH3:69])[CH3:102])[CH:73]=2)[C@@H:86]2[C@@H:77]1[C@H:78]1[C@@:82]([CH2:84][CH2:85]2)([CH3:83])[C@@H:81]([O:96][Si:97]([CH3:100])([CH3:99])[CH3:98])[CH2:80][CH2:79]1. Reported procedure: Following essentially the same procedure but substituting 1α-methyl-4-androstene-17β,19-diol, 1α-methyl-4-androstene-3β,17β,19-triol and 7α-methyl-4-androstene-3β,17β,19-triol for the androst-4-ene-3β,17β,19-triol above results in the formation of 1α-methyl-17β,19-di(trimethylsiloxy)androst-4-ene, 1α-methyl-3β,17β,19-tri(trimethylsiloxy)androst-4-ene and 7α-methyl-3β,17β,19-tri(trimethylsiloxy)-4-androstene, respectively. The reactants are CC(C)(C)OC(=O)NCc1ccc(CN)cc1, CCN=C=NCCCN(C)C, CN1CCOCC1, CN(C)C=O, O=C(O)c1cccnc1Cl, Cl, On1nnc2ccccc21. The product is CC(C)(C)OC(=O)NCc1ccc(CNC(=O)c2cccnc2Cl)cc1. RXN SMILES: [C:33]([CH3:34])([CH3:35])([CH3:36])[O:37][C:38]([NH:39][CH2:40][c:41]1[cH:42][cH:43][c:44]([CH2:47][NH2:48])[cH:45][cH:46]1)=[O:49].[CH3:22][N:23]([CH3:24])[CH2:25][CH2:26][CH2:27][N:28]=[C:29]=[N:30][CH2:31][CH3:32].[CH3:50][N:51]1[CH2:52][CH2:53][O:54][CH2:55][CH2:56]1.[CH3:57][N:58]([CH3:59])[CH:60]=[O:61].[Cl:1][c:2]1[c:3]([C:4](=[O:5])[OH:6])[cH:7][cH:8][cH:9][n:10]1.[ClH:21].[OH:11][n:12]1[c:13]2[cH:14][cH:15][cH:16][cH:17][c:18]2[n:19][n:20]1>>[Cl:1][c:2]1[c:3]([C:4](=[O:6])[NH:48][CH2:47][c:44]2[cH:43][cH:42][c:41]([CH2:40][NH:39][C:38]([O:37][C:33]([CH3:34])([CH3:35])[CH3:36])=[O:49])[cH:46][cH:45]2)[cH:7][cH:8][cH:9][n:10]1. Reactants: C(Cl)Cl (methylene chloride), formula 1a, C(C(=C)C)(=O)Cl (methacrylic acid chloride), C(Cl)Cl (methylene chloride), C(C1=CC=CC=C1)N(C1=CC=CC=C1)CCO (N-benzyl-N(β-hydroxyethyl)aniline), toluene acetic acid ester. Solvent: C(C)N(CC)CC (triethylamine). Yields the product C(C1=CC=CC=C1)N(C1=CC=CC=C1)CCOC(C(=C)C)=O (N-benzyl-N-(β-methacryloxyethyl)-aniline). Reaction SMILES: C(Cl)Cl.[C:4](Cl)(=[O:8])[C:5]([CH3:7])=[CH2:6].[CH2:10]([N:17]([CH2:24][CH2:25][OH:26])[C:18]1[CH:23]=[CH:22][CH:21]=[CH:20][CH:19]=1)[C:11]1[CH:16]=[CH:15][CH:14]=[CH:13][CH:12]=1>C(N(CC)CC)C>[CH2:10]([N:17]([CH2:24][CH2:25][O:26][C:4](=[O:8])[C:5]([CH3:7])=[CH2:6])[C:18]1[CH:23]=[CH:22][CH:21]=[CH:20][CH:19]=1)[C:11]1[CH:12]=[CH:13][CH:14]=[CH:15][CH:16]=1. Procedure: 1000 ml of dried methylene chloride are placed in a 4 l sulfonating vessel at 0° C. together with 334 g of methacrylic acid chloride. A mixture of 500 ml of dried methylene chloride, 323 of dried triethylamine and 454 of N-benzyl-N(β-hydroxyethyl)aniline, (the compound of formula 1a) are added drop by drop to this mixture at 0°-10° C. The reaction mixture is allowed to rise to room temperature slowly and is controlled on a thin layer chromatograph (silica gel) solvent: toluene/acetic acid ester ...